From a dataset of the Open Reaction Database (ORD), a public repository of structured organic reaction records. describe an organic reaction: reactants, conditions, products, and yield Starting materials: C1(CCCC1)OC=1C(=CC=C2C(=CC(OC12)=O)O)OC (8-(cyclopentyloxy)-4-hydroxy-7-methoxy-2H-chromen-2-one), C(C)(=O)[O-].[NH4+] (ammonium acetate). The solvent is C1(=CC(=CC=C1)C)C (m-xylene). Reaction conditions: time 3 hour. Product: NC1=CC(OC2=C(C(=CC=C12)OC)OC1CCCC1)=O (4-amino-8-(cyclopentyloxy)-7-methoxy-2H-chromen-2-one). RXN SMILES: [CH:1]1([O:6][C:7]2[C:8]([O:19][CH3:20])=[CH:9][CH:10]=[C:11]3[C:16]=2[O:15][C:14](=[O:17])[CH:13]=[C:12]3O)[CH2:5][CH2:4][CH2:3][CH2:2]1.C([O-])(=O)C.[NH4+:25]>C1(C)C=CC=C(C)C=1>[NH2:25][C:12]1[C:11]2[C:16](=[C:7]([O:6][CH:1]3[CH2:5][CH2:4][CH2:3][CH2:2]3)[C:8]([O:19][CH3:20])=[CH:9][CH:10]=2)[O:15][C:14](=[O:17])[CH:13]=1 |f:1.2|. Procedure details: A mixture of 8-(cyclopentyloxy)-4-hydroxy-7-methoxy-2H-chromen-2-one (450 mg, 1.63 mmol, Example 1, Step 2), ammonium acetate (3.0 g, 39 mmol), and anhydrous m-xylene (8 mL) was refluxed under N2. After 3 h, the reaction was concentrated and purified by silica gel chromatography (3:2→0:1; hexanes:ethyl acetate) to give 4-amino-8-(cyclopentyloxy)-7-methoxy-2H-chromen-2-one: MS (ESI): 275.9. The reactants are ClCCl, CC(C)(C)OC(=O)NC1CCC(C(=O)NCc2ccccc2C(F)(F)F)CC1, O=C(O)C(F)(F)F. Product: NC1CCC(C(=O)NCc2ccccc2C(F)(F)F)CC1. As a reaction SMILES: [Cl:36][CH2:37][Cl:38].[F:1][C:2]([c:3]1[c:4]([CH2:9][NH:10][C:11](=[O:12])[CH:13]2[CH2:14][CH2:15][CH:16]([NH:19][C:20](=[O:21])[O:22][C:23]([CH3:24])([CH3:25])[CH3:26])[CH2:17][CH2:18]2)[cH:5][cH:6][cH:7][cH:8]1)([F:27])[F:28].[F:29][C:30]([F:31])([F:32])[C:33]([OH:34])=[O:35]>>[F:1][C:2]([c:3]1[c:4]([CH2:9][NH:10][C:11](=[O:12])[CH:13]2[CH2:14][CH2:15][CH:16]([NH2:19])[CH2:17][CH2:18]2)[cH:5][cH:6][cH:7][cH:8]1)([F:27])[F:28]. Reactants: O=[N+]([O-])c1ccccc1S(=O)(=O)Cl, CC(C)CC(N)C(=O)O, [Na+], [OH-], O. Yields the product CC(C)CC(NS(=O)(=O)c1ccccc1[N+](=O)[O-])C(=O)O. Reaction SMILES: [N+:1](=[O:2])([O-:3])[c:4]1[c:5]([S:10](=[O:11])(=[O:12])[Cl:13])[cH:6][cH:7][cH:8][cH:9]1.[NH2:16][CH:17]([CH2:18][CH:19]([CH3:20])[CH3:21])[C:22](=[O:23])[OH:24].[Na+:15].[OH-:14].[OH2:25]>>[N+:1](=[O:2])([O-:3])[c:4]1[c:5]([S:10](=[O:11])(=[O:12])[NH:16][CH:17]([CH2:18][CH:19]([CH3:20])[CH3:21])[C:22](=[O:23])[OH:24])[cH:6][cH:7][cH:8][cH:9]1. Solvent: C1(=CC=CC=C1)C (toluene). The reactants are C=CC1=CC=CC=C1 (styrene), C[Si](OC#CC1(CCCCC1)[Si](N[Si](C=C)(C)C)(C)C)(C)C (1-[(1-trimethylsiloxy-1-ethynyl)cyclohexyl]-1,1,3,3-tetramethyl-3-vinyldisilazane), carbonylchlorohydridebis(tricyclohexylphosphine)ruthenium(H). RXN SMILES: [CH3:1][Si:2]([CH3:22])([CH3:21])[O:3][C:4]#[C:5][C:6]1([Si:12]([CH3:20])([CH3:19])[NH:13][Si:14]([CH3:18])([CH3:17])[CH:15]=[CH2:16])[CH2:11][CH2:10][CH2:9][CH2:8][CH2:7]1.C=C[C:25]1[CH:30]=[CH:29][CH:28]=[CH:27][CH:26]=1>C1(C)C=CC=CC=1>[CH3:22][Si:2]([CH3:21])([CH3:1])[O:3][C:4]#[C:5][C:6]1([Si:12]([CH3:20])([CH3:19])[NH:13][Si:14]([CH3:18])([CH3:17])/[CH:15]=[CH:16]/[C:25]2[CH:30]=[CH:29][CH:28]=[CH:27][CH:26]=2)[CH2:11][CH2:10][CH2:9][CH2:8][CH2:7]1. Reported procedure: As in reaction conditions of Example XIX Step 2, to 2.87 mL of toluene, the 0.016 g carbonylchlorohydridebis(tricyclohexylphosphine)ruthenium(H) was added, and the reaction was carried out between the 1-[(1-trimethylsiloxy-1-ethynyl)cyclohexyl]-1,1,3,3-tetramethyl-3-vinyldisilazane obtained in Step 1 and 0.69 g styrene. Product was separated under the purification conditions of Example XII. The product, 1-[(1-trimethylsiloxy-1-ethynyl)cyclohexyl]-1,1,3,3-tetramethyl-3-[(E)-styryl]disilazane, was... The yield is 85.0%. Yields the product C[Si](OC#CC1(CCCCC1)[Si](N[Si](\C=C\C1=CC=CC=C1)(C)C)(C)C)(C)C (1-[(1-trimethylsiloxy-1-ethynyl)cyclohexyl]-1,1,3,3-tetramethyl-3-[(E)-styryl]disilazane), pure product. Starting materials: Cl.C(C)C(=O)C1(CCNCC1)C1=C(C=CC=C1)SC1=CC=CC=C1 (4-ethylcarbonyl-4-(2-phenylthiophenyl)piperidine hydrochloride), BrCCC1=CC=CC=C1 (β-bromoethylbenzene), C([O-])(O)=O.[Na+] (sodium bicarbonate), [I-].[K+] (potassium iodide). Run in CN(C=O)C (dimethylformamide), O (water), CCOCC (ether). Conditions: temperature 70 celsius, time 16 hour. Product: Br.C(C)C(=O)C1(CCN(CC1)CCC1=CC=CC=C1)C1=C(C=CC=C1)SC1=CC=CC=C1 (4-ethylcarbonyl-1-phenethyl-4-(2-phenylthiophenyl)piperidine hydrobromide). RXN SMILES: Cl.[CH2:2]([C:4]([C:6]1([C:12]2[CH:17]=[CH:16][CH:15]=[CH:14][C:13]=2[S:18][C:19]2[CH:24]=[CH:23][CH:22]=[CH:21][CH:20]=2)[CH2:11][CH2:10][NH:9][CH2:8][CH2:7]1)=[O:5])[CH3:3].[Br:25][CH2:26][CH2:27][C:28]1[CH:33]=[CH:32][CH:31]=[CH:30][CH:29]=1.C(=O)(O)[O-].[Na+].[I-].[K+]>CN(C)C=O.O.CCOCC>[BrH:25].[CH2:2]([C:4]([C:6]1([C:12]2[CH:17]=[CH:16][CH:15]=[CH:14][C:13]=2[S:18][C:19]2[CH:20]=[CH:21][CH:22]=[CH:23][CH:24]=2)[CH2:7][CH2:8][N:9]([CH2:26][CH2:27][C:28]2[CH:33]=[CH:32][CH:31]=[CH:30][CH:29]=2)[CH2:10][CH2:11]1)=[O:5])[CH3:3] |f:0.1,3.4,5.6,10.11|. Reported procedure: A mixture of 2.03 g of 4-ethylcarbonyl-4-(2-phenylthiophenyl)piperidine hydrochloride, Example 11, 1.3 g of β-bromoethylbenzene, 3 g of sodium bicarbonate and 2 g of potassium iodide in 15 ml of dimethylformamide is stirred at 70° C. for 16 hours. Thereafter, the mixture is permitted to cool before being diluted with 100 ml of water and 200 ml of ether. Layers separate and the ether solution is dried. The ether is evaporated off leaving a brownish oil which is purified by column chromatography (... The reactants are BrCC1=CC=C(C=C1)CC(=O)O ((4-bromomethyl-phenyl)-acetic acid), CN(C=O)C (N,N-dimethylformamide), C1(=CC=CC=C1)C (toluene), N (ammonia). The solvent is O (water). Conditions: temperature 80 celsius, time 30 minute. Yields the product BrCC1=CC=C(C=C1)CC(=O)N (2-(4-Bromomethyl-phenyl)-acetamide). Yield: 393.0%. Reaction SMILES: [Br:1][CH2:2][C:3]1[CH:8]=[CH:7][C:6]([CH2:9][C:10]([OH:12])=O)=[CH:5][CH:4]=1.C[N:14](C)C=O.C1(C)C=CC=CC=1.N>O>[Br:1][CH2:2][C:3]1[CH:8]=[CH:7][C:6]([CH2:9][C:10]([NH2:14])=[O:12])=[CH:5][CH:4]=1. Procedure details: To a solution of (4-bromomethyl-phenyl)-acetic acid (9.23 g, 40.30 mmol) and N,N-dimethylformamide (0.5 ml, 6.47 mmol) in toluene (100 ml) thionyl chloride (3.1 ml, 42.31 mmol) was added. The mixture was heated at 80° C. for 1 h. At 0° C., this mixture was added to a solution of ammonia in water (25%, 200 ml). After stirring for 30 min the precipitate was collected, washed with water and pentane, and dried in a vacuum oven at 50° C. to give the product as white crystals (5.8 g, 63%).